Dataset: the Open Reaction Database (ORD), a public repository of structured organic reaction records. Task: describe an organic reaction: reactants, conditions, products, and yield Reactants: CC=1C=C(C=O)C=C(C1O)C (3,5-dimethyl-4-hydroxybenzaldehyde), BrCCCCCC1=CC(=NO1)C (5-(5-bromopentyl)-3-methylisoxazole). Procedure: 3,5-Dimethyl-4-[5-(3-methyl-5-isoxazolyl)pentyloxy]benzaldehyde was prepared from 3,5-dimethyl-4-hydroxybenzaldehyde and 5-(5-bromopentyl)-3-methylisoxazole according to the procedure of Example 96(a), and was obtained in 82% yield as a pale-orange solid, m.p. 51°-53° C. (from hexane-isopropyl acetate). Yields the product CC=1C=C(C=O)C=C(C1OCCCCCC1=CC(=NO1)C)C (3,5-Dimethyl-4-[5-(3-methyl-5-isoxazolyl)pentyloxy]benzaldehyde), CCCCCC.C(C)(=O)OC(C)C (hexane isopropyl acetate). As a reaction SMILES: [CH3:1][C:2]1[CH:3]=[C:4]([CH:7]=[C:8]([CH3:11])[C:9]=1[OH:10])[CH:5]=[O:6].Br[CH2:13][CH2:14][CH2:15][CH2:16][CH2:17][C:18]1[O:22][N:21]=[C:20]([CH3:23])[CH:19]=1>>[CH3:1][C:2]1[CH:3]=[C:4]([CH:7]=[C:8]([CH3:11])[C:9]=1[O:10][CH2:13][CH2:14][CH2:15][CH2:16][CH2:17][C:18]1[O:22][N:21]=[C:20]([CH3:23])[CH:19]=1)[CH:5]=[O:6].[CH3:4][CH2:3][CH2:2][CH2:9][CH2:8][CH3:7].[C:18]([O:10][CH:9]([CH3:2])[CH3:8])(=[O:22])[CH3:17] |f:3.4|. Starting materials: C(C1=CC=CC=C1)OC(=O)N[C@H]1[C@H](C[C@H]2O[C@H]2C1)C(=O)OC (methyl (1R,3S,4R,6S)-4-{[(benzyloxy)carbonyl]amino}-7-oxabicyclo[4.1.0]heptane-3-carboxylate), [BH4-].[Na+] (sodium tetrahydroborate). The solvent is C(C)O (ethanol). Conditions: time 22 hour. Yields the product C(C1=CC=CC=C1)OC(=O)N[C@H]1[C@H](CC[C@H](C1)O)C(=O)OC (Methyl (1S,2R,4R)-2-{[(benzyloxy)carbonyl]amino}-4-hydroxycyclohexanecarboxylate). The yield is 39.4%. RXN SMILES: [CH2:1]([O:8][C:9]([NH:11][C@@H:12]1[CH2:18][C@H:17]2[C@H:15]([O:16]2)[CH2:14][C@@H:13]1[C:19]([O:21][CH3:22])=[O:20])=[O:10])[C:2]1[CH:7]=[CH:6][CH:5]=[CH:4][CH:3]=1.[BH4-].[Na+]>C(O)C>[CH2:1]([O:8][C:9]([NH:11][C@@H:12]1[CH2:18][C@H:17]([OH:16])[CH2:15][CH2:14][C@@H:13]1[C:19]([O:21][CH3:22])=[O:20])=[O:10])[C:2]1[CH:7]=[CH:6][CH:5]=[CH:4][CH:3]=1 |f:1.2|. Procedure: To a mixture of methyl (1R,3S,4R,6S)-4-{[(benzyloxy)carbonyl]amino}-7-oxabicyclo[4.1.0]heptane-3-carboxylate (1.9 g, 6.2 mmol) in ethanol (30.0 mL) was added sodium tetrahydroborate (0.471 g, 12.4 mmol). The resulting mixture was stirred overnight (22 h) at room temperature. The reaction was quenched with sat. NH4Cl, then most of the solvent evaporated. The residue was taken up in EtOAc and washed with water, dried (Na2SO4), filtered and concentrated. The crude was purified on silica gel, eluted... The reactants are BrCCCOC1=CC=C(C=C1)C(C(CC(=O)O)C)=O (4-(3-Bromopropyloxy)-γ-oxo-β-methylbenzenebutanoic acid), C1(=CC=C(C=C1)S(=O)(=O)O)C (p-toluenesulfonic acid), O (water). The solvent is C1(=CC=CC=C1)C (toluene). Run at time 18 hour. Product: BrCCCOC1=CC=C(C=C1)C1C(=CC(O1)=O)C (5-(4-(3-Bromopropyloxy)phenyl)-4-methyl-2-oxo-2,5-dihydrofuran). Reaction SMILES: [Br:1][CH2:2][CH2:3][CH2:4][O:5][C:6]1[CH:11]=[CH:10][C:9]([C:12](=[O:19])[CH:13]([CH3:18])[CH2:14][C:15]([OH:17])=O)=[CH:8][CH:7]=1.C1(C)C=CC(S(O)(=O)=O)=CC=1.O>C1(C)C=CC=CC=1>[Br:1][CH2:2][CH2:3][CH2:4][O:5][C:6]1[CH:7]=[CH:8][C:9]([CH:12]2[O:19][C:15](=[O:17])[CH:14]=[C:13]2[CH3:18])=[CH:10][CH:11]=1. Procedure details: 4-(3-Bromopropyloxy)-γ-oxo-β-methylbenzenebutanoic acid (30 g) in toluene (300 ml) was refluxed with p-toluenesulfonic acid (500 mg) under a Dean-Stark water separator for 18 hours. The mixture was filtered through basic alumina (20 g). The alumina was further washed with ethyl acetate and the combined eluants were reduced to dryness to provide the title compound as an oil. Conditions: time 16 hour. Yields the product C(C1=CC=CC=C1)OC1=CC=C(C(=C1CCO)F)F (2-(6-(benzyloxy)-2,3-difluorophenyl)ethanol). Procedure: To a solution of 3,4-difluoro-2-(2-hydroxyethyl)phenol (460 mg, 2.64 mmol) in Acetone (10 mL) was added K2CO3 (730 mg, 5.28 mmol) followed by (bromomethyl)benzene (0.471 mL, 3.96 mmol) and the resulting mixture was stirred at room temp for 16 h. Water was then added and the mixture was extracted with ethyl acetate, dried (Na2SO4), filtered and concentrated. The residue was then purified by Biotage (5-30% EtOAc/hexane) to afford 2-(6-(benzyloxy)-2,3-difluorophenyl)ethanol (580 mg, 2.195 mmol, 83%... Yield: 83.1%. Starting materials: FC=1C(=C(C=CC1F)O)CCO (3,4-difluoro-2-(2-hydroxyethyl)phenol), C(=O)([O-])[O-].[K+].[K+] (K2CO3), O (Water), BrCC1=CC=CC=C1 ((bromomethyl)benzene). Solvent: CC(=O)C (Acetone). RXN SMILES: [F:1][C:2]1[C:3]([CH2:10][CH2:11][OH:12])=[C:4]([OH:9])[CH:5]=[CH:6][C:7]=1[F:8].C([O-])([O-])=O.[K+].[K+].Br[CH2:20][C:21]1[CH:26]=[CH:25][CH:24]=[CH:23][CH:22]=1.O>CC(C)=O>[CH2:20]([O:9][C:4]1[C:3]([CH2:10][CH2:11][OH:12])=[C:2]([F:1])[C:7]([F:8])=[CH:6][CH:5]=1)[C:21]1[CH:26]=[CH:25][CH:24]=[CH:23][CH:22]=1 |f:1.2.3|. The reactants are C(C)(C)[Mg]Cl (isopropylmagnesium chloride), BrC=1C=C(C#N)C=CC1OC (3-Bromo4-methoxybenzonitrile), B(OC)(OC)OC (trimethyl borate). The solvent is O1CCCC1 (tetrahydrofuran). Reaction conditions: temperature -10 celsius, time 1 hour. Yields the product C(#N)C=1C=CC(=C(C1)B(O)O)OC (5-cyano-2-methoxybenzeneboronic acid). The yield is 98.7%. As a reaction SMILES: Br[C:2]1[CH:3]=[C:4]([CH:7]=[CH:8][C:9]=1[O:10][CH3:11])[C:5]#[N:6].C([Mg]Cl)(C)C.[B:17](OC)([O:20]C)[O:18]C>O1CCCC1>[C:5]([C:4]1[CH:7]=[CH:8][C:9]([O:10][CH3:11])=[C:2]([B:17]([OH:20])[OH:18])[CH:3]=1)#[N:6]. Procedure: 3-Bromo4-methoxybenzonitrile (3.0 g, 14.2 mmol, 1.0 eq) was dissolved in anhydrous tetrahydrofuran (10 mLs). The solution cooled at −10° C. and stirred while isopropylmagnesium chloride (17.7 mmol, 8.8 mLs, 2.0 M in THF, 1.25 eq.) was added. The mixture was stirred for 1 hour and then trimethyl borate (1.87 g, 17.7 mmol, 2.0 mL) was added dropwise. The mixture was allowed to warm slowly to room temperature for 1 hour. The solvent was evaporated and the residue was partitioned between 5% citric a...